From a dataset of the Open Reaction Database (ORD), a public repository of structured organic reaction records. describe an organic reaction: reactants, conditions, products, and yield The reactants are C(C)(C)(C)OC(=O)C1=C(C=CC=C1)NC(=O)CON=C(C(=O)NC1[C@@H]2N(C(=C(CS2)CSC2=NN=NN2C)C(=O)O)C1=O)C=1N=C(SC1)NC=O (7-[2-{N-(2-tert-Butoxycarbonylphenyl)carbamoylmethoxyimino}-2-(2-formamidothiazol-4-yl)acetamido]-3-(1-methyl-1H-tetrazol-5-yl)thiomethyl-3-cephem-4-carboxylic acid), FC(C(=O)O)(F)F (trifluoroacetic acid), C1(=CC=CC=C1)OC (anisole), Cl (hydrochloric acid). Run in CO (methanol). Run at temperature 10 celsius. The product is C(=O)(O)C1=C(C=CC=C1)NC(=O)CON=C(C(=O)NC1[C@@H]2N(C(=C(CS2)CSC2=NN=NN2C)C(=O)O)C1=O)C=1N=C(SC1)N (7-[2-{N-(2-Carboxyphenyl)carbamoylmethoxyimino}-2-(2-aminothiazol-4-yl)acetamido]-3-(1-methyl-1H-tetrazol-5-yl)thiomethyl-3-cephem-4-carboxylic acid). Yield: 45.0%. RXN SMILES: C([O:5][C:6]([C:8]1[CH:13]=[CH:12][CH:11]=[CH:10][C:9]=1[NH:14][C:15]([CH2:17][O:18][N:19]=[C:20]([C:44]1[N:45]=[C:46]([NH:49]C=O)[S:47][CH:48]=1)[C:21]([NH:23][CH:24]1[C:42](=[O:43])[N:26]2[C:27]([C:39]([OH:41])=[O:40])=[C:28]([CH2:31][S:32][C:33]3[N:37]([CH3:38])[N:36]=[N:35][N:34]=3)[CH2:29][S:30][C@H:25]12)=[O:22])=[O:16])=[O:7])(C)(C)C.FC(F)(F)C(O)=O.C1(OC)C=CC=CC=1.Cl>CO>[C:6]([C:8]1[CH:13]=[CH:12][CH:11]=[CH:10][C:9]=1[NH:14][C:15]([CH2:17][O:18][N:19]=[C:20]([C:44]1[N:45]=[C:46]([NH2:49])[S:47][CH:48]=1)[C:21]([NH:23][CH:24]1[C:42](=[O:43])[N:26]2[C:27]([C:39]([OH:41])=[O:40])=[C:28]([CH2:31][S:32][C:33]3[N:37]([CH3:38])[N:36]=[N:35][N:34]=3)[CH2:29][S:30][C@H:25]12)=[O:22])=[O:16])([OH:7])=[O:5]. Procedure details: 7-[2-{N-(2-tert-Butoxycarbonylphenyl)carbamoylmethoxyimino}-2-(2-formamidothiazol-4-yl)acetamido]-3-(1-methyl-1H-tetrazol-5-yl)thiomethyl-3-cephem-4-carboxylic acid (syn isomer) (2.0 g.) was added to a mixture of trifluoroacetic acid (7 ml.) and anisole (0.35 ml.) with stirring at about 10° C., followed by stirring for 1.5 hours at 5° to 10° C. and for an additional 15 minutes at room temperature. After concentration of the reaction mixture, to the residue were added methanol (30 ml.) and conc. ... The reactants are CC(C)N(C(=O)Cl)C(C)C, Cc1cc(Oc2ncc(C(F)(F)F)cc2Cl)n[nH]1, Cl, c1ccncc1. As a reaction SMILES: [CH:1]([CH3:2])([CH3:3])[N:4]([C:5](=[O:6])[Cl:7])[CH:8]([CH3:9])[CH3:10].[Cl:11][c:12]1[c:13]([O:22][c:23]2[n:24][nH:25][c:26]([CH3:28])[cH:27]2)[n:14][cH:15][c:16]([C:18]([F:19])([F:20])[F:21])[cH:17]1.[ClH:29].[cH:30]1[cH:31][cH:32][n:33][cH:34][cH:35]1>>[CH:1]([CH3:2])([CH3:3])[N:4]([C:5](=[O:6])[n:25]1[n:24][c:23]([O:22][c:13]2[c:12]([Cl:11])[cH:17][c:16]([C:18]([F:19])([F:20])[F:21])[cH:15][n:14]2)[cH:27][c:26]1[CH3:28])[CH:8]([CH3:9])[CH3:10]. Product: Cc1cc(Oc2ncc(C(F)(F)F)cc2Cl)nn1C(=O)N(C(C)C)C(C)C.